The task is: describe an organic reaction: reactants, conditions, products, and yield. This data is from the Open Reaction Database (ORD), a public repository of structured organic reaction records. Reported procedure: A solution of 4.2 g 4-methoxycyclohexanol in 30 ml dichloromethane is added to a suspension of 52.6 g pyridinium chlorochromate on basic aluminium oxide in 90 ml dichloromethane. The suspension is stirred for 3 h at ambient temperature. Then the mixture is filtered through silica gel (dichloromethane) and the solvent is eliminated. The reactants are COC1CCC(CC1)O (4-methoxycyclohexanol), [Cr](=O)(=O)([O-])Cl.[NH+]1=CC=CC=C1 (pyridinium chlorochromate), [O-2].[Al+3].[O-2].[O-2].[Al+3] (aluminium oxide). The product is COC1CCC(CC1)=O (4-methoxy-cyclohexanone). Run in ClCCl (dichloromethane), ClCCl (dichloromethane). Conditions: time 3 hour. Reaction SMILES: [CH3:1][O:2][CH:3]1[CH2:8][CH2:7][CH:6]([OH:9])[CH2:5][CH2:4]1.[Cr](Cl)([O-])(=O)=O.[NH+]1C=CC=CC=1.[O-2].[Al+3].[O-2].[O-2].[Al+3]>ClCCl>[CH3:1][O:2][CH:3]1[CH2:8][CH2:7][C:6](=[O:9])[CH2:5][CH2:4]1 |f:1.2,3.4.5.6.7|. The reactants are ClC=1C=C(C=CC1C1CCCCCC1)C(C)=O (3'-chloro-4'-cycloheptyl-acetophenone), C(C)O/C(=C/C(=O)OCC)/C (ethyl (E)-3-ethoxy-crotonate). The product is ClC=1C=C(C=CC1C1CCCCCC1)/C(=C/C(C)=O)/C ((E)-4-(3-chloro-4-cycloheptyl-phenyl)-3-pentene-2-one). Isolated yield 51.0%. RXN SMILES: [Cl:1][C:2]1[CH:3]=[C:4]([C:15](=O)[CH3:16])[CH:5]=[CH:6][C:7]=1[CH:8]1[CH2:14][CH2:13][CH2:12][CH2:11][CH2:10][CH2:9]1.C([O:20]/[C:21](/[CH3:28])=[CH:22]/C(OCC)=O)C>>[Cl:1][C:2]1[CH:3]=[C:4](/[C:15](/[CH3:16])=[CH:22]/[C:21](=[O:20])[CH3:28])[CH:5]=[CH:6][C:7]=1[CH:8]1[CH2:14][CH2:13][CH2:12][CH2:11][CH2:10][CH2:9]1. Procedure details: (E)-4-(3-chloro-4-cycloheptyl-phenyl)-3-pentene-2-one was prepared analogous to Example 52 from 3'-chloro-4'-cycloheptyl-acetophenone (b.p. 136°-139°C at 0.1 mm Hg; nD23 = 1.5572) and ethyl (E)-3-ethoxy-crotonate with a yield of 51% of theory. B.p. 160°-165°C at 0.1 mm Hg. The reactants are C(C)O (ethanol), [OH-].[Na+] (sodium hydroxide), COC(CC1=C(C=C(C=C1)C#CC1=CC(=C(C(=C1)C(C)(C)C)OC)C(C)(C)C)F)=O ([4-(3,5-di-tert-butyl-4-methoxy-phenylethynyl)-2-fluoro-phenyl]-acetic acid methyl ester), COC(CC1=C(C=C(C=C1)C#CC1=CC(=C(C(=C1)C(C)(C)C)OC)C(C)(C)C)F)=O ([4-(3,5-di-tert-butyl-4-methoxy-phenylethynyl)-2-fluoro-phenyl]-acetic acid methyl ester), O (water). Solvent: C(C)#N (acetonitrile). Product: C(C)(C)(C)C=1C=C(C=C(C1OC)C(C)(C)C)C#CC1=CC(=C(C=C1)CC(=O)O)F ([4-(3,5-Di-tert-butyl-4-methoxy-phenylethynyl)-2-fluoro-phenyl]-acetic Acid), solid. Isolated yield 65.0%. As a reaction SMILES: C[O:2][C:3](=[O:30])[CH2:4][C:5]1[CH:10]=[CH:9][C:8]([C:11]#[C:12][C:13]2[CH:18]=[C:17]([C:19]([CH3:22])([CH3:21])[CH3:20])[C:16]([O:23][CH3:24])=[C:15]([C:25]([CH3:28])([CH3:27])[CH3:26])[CH:14]=2)=[CH:7][C:6]=1[F:29].[OH-].[Na+].C(O)C.O>C(#N)C>[C:19]([C:17]1[CH:18]=[C:13]([C:12]#[C:11][C:8]2[CH:9]=[CH:10][C:5]([CH2:4][C:3]([OH:30])=[O:2])=[C:6]([F:29])[CH:7]=2)[CH:14]=[C:15]([C:25]([CH3:28])([CH3:27])[CH3:26])[C:16]=1[O:23][CH3:24])([CH3:20])([CH3:21])[CH3:22] |f:1.2|. Procedure details: Following General Procedure I and using [4-(3,5-di-tert-butyl-4-methoxy-phenylethynyl)-2-fluoro-phenyl]-acetic acid methyl ester (Compound 144, 0.122 g, 0.29 mmol), 5M aqueous sodium hydroxide solution (1 mL) and ethanol (4 mL), followed preparative reverse phase HPLC using 10% water in acetonitrile as the mobile phase, the title compound was obtained as a white solid (0.077 g, 65%). Starting materials: O (water), CC=1C(=NC2=CC=CC=C2N1)C1=NN2C(N=C(C=C2NC2CCOCC2)N2CCCC2)=C1 (2-(3-methylquinoxalin-2-yl)-5-pyrrolidin-1-yl-N-(tetrahydro-2H-pyran-4-yl)pyrazolo[1,5-a]pyrimidin-7-amine), Cl (hydrochloric acid). Solvent: C(C)O (ethanol), C(C)O (ethanol). Reaction conditions: temperature 80 celsius. The product is Cl.CC=1C(=NC2=CC=CC=C2N1)C1=NN2C(N=C(C=C2NC2CCOCC2)N2CCCC2)=C1 (2-(3-methylquinoxalin-2-yl)-5-pyrrolidin-1-yl-N-(tetrahydro-2H-pyran-4-yl)pyrazolo[1,5-a]pyrimidin-7-amine hydrochloride), compound. RXN SMILES: [CH3:1][C:2]1[C:3]([C:12]2[CH:32]=[C:15]3[N:16]=[C:17]([N:27]4[CH2:31][CH2:30][CH2:29][CH2:28]4)[CH:18]=[C:19]([NH:20][CH:21]4[CH2:26][CH2:25][O:24][CH2:23][CH2:22]4)[N:14]3[N:13]=2)=[N:4][C:5]2[C:10]([N:11]=1)=[CH:9][CH:8]=[CH:7][CH:6]=2.[ClH:33].O>C(O)C>[ClH:33].[CH3:1][C:2]1[C:3]([C:12]2[CH:32]=[C:15]3[N:16]=[C:17]([N:27]4[CH2:28][CH2:29][CH2:30][CH2:31]4)[CH:18]=[C:19]([NH:20][CH:21]4[CH2:22][CH2:23][O:24][CH2:25][CH2:26]4)[N:14]3[N:13]=2)=[N:4][C:5]2[C:10]([N:11]=1)=[CH:9][CH:8]=[CH:7][CH:6]=2 |f:4.5|. Procedure: To a suspension of 2-(3-methylquinoxalin-2-yl)-5-pyrrolidin-1-yl-N-(tetrahydro-2H-pyran-4-yl)pyrazolo[1,5-a]pyrimidin-7-amine (655 mg, 1.52 mmol) in ethanol (15 mL) was added 2N aqueous hydrochloric acid solution (0.915 mL). The mixture was heated at 80° C. for 3 h, and then water (3.1 mL) and ethanol (5.0 mL) was added. The mixture was clear solution and then cooled to ambient temperature to give 2-(3-methylquinoxalin-2-yl)-5-pyrrolidin-1-yl-N-(tetrahydro-2H-pyran-4-yl)pyrazolo[1,5-a]pyrimidin-... Reactants: N#CC(O)c1cccc(Oc2ccccc2)c1, CCOC(C)=O, C1CCOC1, CS(=O)(=O)O, CCCCCC, CN(C)C=O, CC(C)C(C(=O)O)c1csc2ccccc12. The product is CC(C)C(C(=O)OC(C#N)c1cccc(Oc2ccccc2)c1)c1csc2ccccc12. Reaction SMILES: [C:22](#[N:23])[CH:24]([c:25]1[cH:26][c:27]([O:31][c:32]2[cH:33][cH:34][cH:35][cH:36][cH:37]2)[cH:28][cH:29][cH:30]1)[OH:38].[C:45]([O:46][CH2:47][CH3:48])(=[O:49])[CH3:50].[CH2:51]1[O:52][CH2:53][CH2:54][CH2:55]1.[CH3:17][S:18]([OH:19])(=[O:20])=[O:21].[CH3:39][CH2:40][CH2:41][CH2:42][CH2:43][CH3:44].[O:56]=[CH:57][N:58]([CH3:59])[CH3:60].[s:1]1[cH:2][c:3]([CH:10]([C:11](=[O:12])[OH:13])[CH:14]([CH3:15])[CH3:16])[c:4]2[c:5]1[cH:6][cH:7][cH:8][cH:9]2>>[s:1]1[cH:2][c:3]([CH:10]([C:11](=[O:12])[O:13][CH:24]([C:22]#[N:23])[c:25]2[cH:26][c:27]([O:31][c:32]3[cH:33][cH:34][cH:35][cH:36][cH:37]3)[cH:28][cH:29][cH:30]2)[CH:14]([CH3:15])[CH3:16])[c:4]2[c:5]1[cH:6][cH:7][cH:8][cH:9]2. Reactants: ClC(C(=O)OCC)(CCC=O)C#N (ethyl 2-chloro-2-cyano-5-oxopentanoate), C(#N)CC(=O)OCC (ethyl cyanoacetate), ClC(C(=O)OCC)(C#N)Cl (ethyl dichlorocyanoacetate), C(=O)([O-])[O-].[K+].[K+] (K2CO3), C(\C=C\C)=O (crotonaldehyde). The solvent is CCOC(=O)C (EtOAc). Product: ClC(C(=O)OCC)(C(CC=O)C)C#N (Ethyl 2-chloro-2-cyano-3-methyl-5-oxopentanoate). Yield: 34.0%. RXN SMILES: [Cl:1][C:2]([C:12]#[N:13])([CH2:8][CH2:9][CH:10]=[O:11])[C:3]([O:5][CH2:6][CH3:7])=[O:4].[C:14](CC(OCC)=O)#N.ClC(Cl)(C#N)C(OCC)=O.C([O-])([O-])=O.[K+].[K+].C(=O)/C=C/C>CCOC(C)=O>[Cl:1][C:2]([C:12]#[N:13])([CH:8]([CH3:14])[CH2:9][CH:10]=[O:11])[C:3]([O:5][CH2:6][CH3:7])=[O:4] |f:3.4.5|. Reported procedure: Following the procedure for the preparation of ethyl 2-chloro-2-cyano-5-oxopentanoate (Example 1), 37.6 g of ethyl cyanoacetate, 60.5 g of ethyl dichlorocyanoacetate, 350 mL of EtOAc, 1.7 g of K2CO3, and 56 mL of crotonaldehyde were allowed to react for an extended period of time. The title compound was obtained in 34% yield after workup and distillation (b.p. 115° C./1.0 mm Hg). The reactants are CCC(NC(=O)OC(C)(C)C)C(=O)N1CCC2C1C(c1c[nH]c3cc(F)ccc13)CN2S(C)(=O)=O, ClCCl, O=C(O)C(F)(F)F. The product is CCC(N)C(=O)N1CCC2C1C(c1c[nH]c3cc(F)ccc13)CN2S(C)(=O)=O. RXN SMILES: [C:1]([O:2][C:3](=[O:4])[NH:7][CH:8]([CH2:9][CH3:10])[C:11](=[O:12])[N:13]1[CH:14]2[CH:15]([CH2:16][CH2:17]1)[N:18]([S:31](=[O:32])(=[O:33])[CH3:34])[CH2:19][CH:20]2[c:21]1[cH:22][nH:23][c:24]2[cH:25][c:26]([F:30])[cH:27][cH:28][c:29]12)([CH3:5])([CH3:6])[CH3:35].[Cl:43][CH2:44][Cl:45].[F:36][C:37]([F:38])([F:39])[C:40]([OH:41])=[O:42]>>[NH2:7][CH:8]([CH2:9][CH3:10])[C:11](=[O:12])[N:13]1[CH:14]2[CH:15]([CH2:16][CH2:17]1)[N:18]([S:31](=[O:32])(=[O:33])[CH3:34])[CH2:19][CH:20]2[c:21]1[cH:22][nH:23][c:24]2[cH:25][c:26]([F:30])[cH:27][cH:28][c:29]12.